This data is from the Open Reaction Database (ORD), a public repository of structured organic reaction records. The task is: describe an organic reaction: reactants, conditions, products, and yield Starting materials: Cc1cc(Br)ccc1C#N, CC#N, CC(C)(C)OC(=O)NC1(C(=O)NC(Cc2ccc(B3OC(C)(C)C(C)(C)O3)cc2)C(N)=O)CCOCC1, [Na+], [Na+], O=C([O-])[O-]. Yields the product Cc1cc(-c2ccc(CC(NC(=O)C3(NC(=O)OC(C)(C)C)CCOCC3)C(N)=O)cc2)ccc1C#N. As a reaction SMILES: [Br:38][c:39]1[cH:40][c:41]([CH3:47])[c:42]([C:43]#[N:44])[cH:45][cH:46]1.[CH3:54][C:55]#[N:56].[NH2:1][C:2]([CH:3]([CH2:4][c:5]1[cH:6][cH:7][c:8]([B:11]2[O:12][C:13]([CH3:14])([CH3:15])[C:16]([CH3:17])([CH3:18])[O:19]2)[cH:9][cH:10]1)[NH:20][C:21](=[O:22])[C:23]1([NH:29][C:30]([O:31][C:32]([CH3:33])([CH3:34])[CH3:35])=[O:36])[CH2:24][CH2:25][O:26][CH2:27][CH2:28]1)=[O:37].[Na+:48].[Na+:49].[O-:50][C:51](=[O:52])[O-:53]>>[NH2:1][C:2]([CH:3]([CH2:4][c:5]1[cH:6][cH:7][c:8](-[c:39]2[cH:40][c:41]([CH3:47])[c:42]([C:43]#[N:44])[cH:45][cH:46]2)[cH:9][cH:10]1)[NH:20][C:21](=[O:22])[C:23]1([NH:29][C:30]([O:31][C:32]([CH3:33])([CH3:34])[CH3:35])=[O:36])[CH2:24][CH2:25][O:26][CH2:27][CH2:28]1)=[O:37].